Dataset: the Open Reaction Database (ORD), a public repository of structured organic reaction records. Task: describe an organic reaction: reactants, conditions, products, and yield The reactants are C(C)([O-])=S.[K+] (potassium ethanethioate), BrC(C(=O)OC)CCCCBr (methyl 2,6-dibromohexanoate). Run in CS(=O)C (DMSO). Run at time 8 hour. The product is C(C)(=O)SC(C(=O)OC)CCCCBr (methyl 2-(acetylthio)-6-bromohexanoate). As a reaction SMILES: [C:1](=[S:4])([O-:3])[CH3:2].[K+].Br[CH:7]([CH2:12][CH2:13][CH2:14][CH2:15][Br:16])[C:8]([O:10][CH3:11])=[O:9]>CS(C)=O>[C:1]([S:4][CH:7]([CH2:12][CH2:13][CH2:14][CH2:15][Br:16])[C:8]([O:10][CH3:11])=[O:9])(=[O:3])[CH3:2] |f:0.1|. Procedure details: Neat potassium ethanethioate (571 mg, 5 mmol) was added to a solution of methyl 2,6-dibromohexanoate (1440 mg, 5 mmol) in DMSO (5 mL) and the mixture was stirred at rt overnight. The reaction was quenched with water and extracted with ether, washed with water, brine and dried (MgSO4). The crude isolate was purified by silica gel FCC (DCM) to afford methyl 2-(acetylthio)-6-bromohexanoate as a clear oil. Reactants: Cl.C1(NCCC2=CC=CC=C12)CC(=O)OCC (Ethyl 1,2,3,4-tetrahydro-2-isoquinolinylacetate-hydrochloride), C(=O)(O)[O-].[Na+] (NaHCO3). The solvent is O (water). The product is C1(NCCC2=CC=CC=C12)CC(=O)OCC (ethyl 1,2,3,4-tetrahydro-2-isoquinolinylacetate). Isolated yield 97.0%. RXN SMILES: Cl.[CH:2]1([CH2:12][C:13]([O:15][CH2:16][CH3:17])=[O:14])[C:11]2[C:6](=[CH:7][CH:8]=[CH:9][CH:10]=2)[CH2:5][CH2:4][NH:3]1.C([O-])(O)=O.[Na+]>O>[CH:2]1([CH2:12][C:13]([O:15][CH2:16][CH3:17])=[O:14])[C:11]2[C:6](=[CH:7][CH:8]=[CH:9][CH:10]=2)[CH2:5][CH2:4][NH:3]1 |f:0.1,2.3|. Reported procedure: Ethyl 1,2,3,4-tetrahydro-2-isoquinolinylacetate-hydrochloride (3.63 g) was dissolved in water (100 mL), treated with NaHCO3 and then extracted with ether (3×75 mL). The combined organic layers were dried over MgSO4, filtered and stripped to afford 3.02 g of ethyl 1,2,3,4-tetrahydro-2-isoquinolinylacetate as a pale yellow liquid. Starting materials: NC=1C=C(OC2=NC=NC3=CC(=C(C=C23)O)OC)C=CC1 (4-(3-aminophenoxy)-7-methoxyquinazolin-6-ol), FC(C)(C)C1=NOC(=C1)NC(OC1=CC=C(C=C1)Cl)=O (4-chlorophenyl 3-(2-fluoropropan-2-yl)isoxazol-5-ylcarbamate), Example 257A. Solvent: CN(C)C=O (DMF). Conditions: temperature 60 celsius. Product: FC(C)(C)C1=NOC(=C1)NC(=O)NC1=CC(=CC=C1)OC1=NC=NC2=CC(=C(C=C12)O)OC (1-(3-(2-fluoropropan-2-yl)isoxazol-5-yl)-3-(3-(6-hydroxy-7-methoxyquinazolin-4-yloxy)phenyl)urea). As a reaction SMILES: [NH2:1][C:2]1[CH:3]=[C:4]([CH:19]=[CH:20][CH:21]=1)[O:5][C:6]1[C:15]2[C:10](=[CH:11][C:12]([O:17][CH3:18])=[C:13]([OH:16])[CH:14]=2)[N:9]=[CH:8][N:7]=1.[F:22][C:23]([C:26]1[CH:30]=[C:29]([NH:31][C:32](=O)[O:33]C2C=CC(Cl)=CC=2)[O:28][N:27]=1)([CH3:25])[CH3:24]>CN(C=O)C>[F:22][C:23]([C:26]1[CH:30]=[C:29]([NH:31][C:32]([NH:1][C:2]2[CH:21]=[CH:20][CH:19]=[C:4]([O:5][C:6]3[C:15]4[C:10](=[CH:11][C:12]([O:17][CH3:18])=[C:13]([OH:16])[CH:14]=4)[N:9]=[CH:8][N:7]=3)[CH:3]=2)=[O:33])[O:28][N:27]=1)([CH3:24])[CH3:25]. Reported procedure: To a stirred solution of 4-(3-aminophenoxy)-7-methoxyquinazolin-6-ol (200 mg, 0.710 mmol) (prepared as described in example 107A, steps 1 through 7) in anhydrous DMF (6 mL), was added 4-chlorophenyl 3-(2-fluoropropan-2-yl)isoxazol-5-ylcarbamate described in Example 257A (317 mg, 1.07 mmol) and the mixture was heated to 60° C. for 3 h. Concentration in vacuo followed by trituration of the resulting solid with methanol afforded, after filtration and drying, 1-(3-(2-fluoropropan-2-yl)isoxazol-5-yl)...